From a dataset of the Open Reaction Database (ORD), a public repository of structured organic reaction records. describe an organic reaction: reactants, conditions, products, and yield The reactants are ClC=1C=CC=2N(C1)C(=C(N2)NC(OC(C)(C)C)=O)C (tert-Butyl (6-chloro-3-methylimidazo[1,2-a]pyridin-2-yl)carbamate), CO (methanol). Run in Cl (HCl), O1CCOCC1 (dioxane). The product is Cl.NC=1N=C2N(C=C(C=C2)Cl)C1C (2-Amino-6-chloro-3-methylimidazo[1,2-a]pyridine hydrochloride). RXN SMILES: [Cl:1][C:2]1[CH:3]=[CH:4][C:5]2[N:6]([C:8]([CH3:19])=[C:9]([NH:11]C(=O)OC(C)(C)C)[N:10]=2)[CH:7]=1.CO>Cl.O1CCOCC1>[ClH:1].[NH2:11][C:9]1[N:10]=[C:5]2[CH:4]=[CH:3][C:2]([Cl:1])=[CH:7][N:6]2[C:8]=1[CH3:19] |f:4.5|. Procedure: Compound 15-B (0.500 g, 1.77 mmol) was dissolved in 4N HCl in dioxane (17.75 mL) and methanol (12 mL) and the reaction mixture was stirred for 3 h at room temperature. The solvent was evaporated in vacuo to give compound 16-A as a light yellow solid; MS m/z (M+H+) 182. Starting materials: OC=1C=CC=2C3CCC4(C(C(CC4C3CCC2C1)=CC1=CC(=C(C(=C1)OC)OC)OC)=O)C (3-Hydroxy-13-methyl-16-(3,4,5-trimethoxy-benzylidene)-6,7,8,9,11,12,13,14,15,16-decahydro-cyclopenta[a]phenanthren-17-one), [BH4-].[Na+] (sodium borohydride), C(C)(=O)OCC (ethyl acetate), O (water). Solvent: C1CCOC1.CO (THF methanol). Run at time 2 hour. Yields the product CC12C(C(CC1C1CCC=3C=C(C=CC3C1CC2)O)=CC2=CC(=C(C(=C2)OC)OC)OC)O (13-Methyl-16-(3,4,5-trimethoxy-benzylidene)-7,8,9,11,12,13,14,15,16,17-decahydro-6H-cyclopenta[a]phenanthrene-3,17-diol). Reaction SMILES: [OH:1][C:2]1[CH:3]=[CH:4][C:5]2[CH:6]3[CH:14]([CH2:15][CH2:16][C:17]=2[CH:18]=1)[CH:13]1[C:9]([CH3:33])([C:10](=[O:32])[C:11](=[CH:19][C:20]2[CH:25]=[C:24]([O:26][CH3:27])[C:23]([O:28][CH3:29])=[C:22]([O:30][CH3:31])[CH:21]=2)[CH2:12]1)[CH2:8][CH2:7]3.[BH4-].[Na+].C(OCC)(=O)C.O>C1COCC1.CO>[CH3:33][C:9]12[CH2:8][CH2:7][CH:6]3[CH:14]([CH2:15][CH2:16][C:17]4[CH:18]=[C:2]([OH:1])[CH:3]=[CH:4][C:5]=43)[CH:13]1[CH2:12][C:11](=[CH:19][C:20]1[CH:21]=[C:22]([O:30][CH3:31])[C:23]([O:28][CH3:29])=[C:24]([O:26][CH3:27])[CH:25]=1)[CH:10]2[OH:32] |f:1.2,5.6|. Reported procedure: A solution of 3-Hydroxy-13-methyl-16-(3,4,5-trimethoxy-benzylidene)-6,7,8,9,11,12,13,14,15,16-decahydro-cyclopenta[a]phenanthren-17-one (448 mg, 1.0 mmol, CAB01124) in THF/methanol (1:1, 40 ml) was cooled to 0° C. (ice bath) and sodium borohydride (100 mg, 2.64 mmol) was added. The reaction mixture was stirred for 2 h at this temperature, while it was turning from slightly yellow to colourless. The solution was transferred into a separation funnel and ethyl acetate (100 ml) and water (100 ml) we... The reactants are COC(=O)C1=CSC(=C1)CC#N (5-cyanomethyl-thiophene-3-carboxylic acid methyl ester), NHCO3. Run in O (water), C(C)O (ethanol), O (water). Yields the product C(#N)CC1=CC(=CS1)C(=O)O (5-cyanomethyl-thiophene-3-carboxylic acid). Yield: 73.1%. As a reaction SMILES: C[O:2][C:3]([C:5]1[CH:9]=[C:8]([CH2:10][C:11]#[N:12])[S:7][CH:6]=1)=[O:4]>O.C(O)C>[C:11]([CH2:10][C:8]1[S:7][CH:6]=[C:5]([C:3]([OH:4])=[O:2])[CH:9]=1)#[N:12]. Procedure: A solution of 5-cyanomethyl-thiophene-3-carboxylic acid methyl ester (4.4 g, 22.1 mmol) and NHCO3 (4.1 g, 48.6 mmol) in water (35 mL) and ethanol (35 mL) is heated to reflux for 4 h. After cooling, the reaction mixture is diluted with water and washed with ether. The aqueous layer is acidified with 1 N HCl and extracted with dichloromethane (4×). The combined organic layers are washed with saturated aq NaCl, dried over Na2SO4, filtered and concentrated in vacuo to give 5-cyanomethyl-thiophene-3-... Reactants: C(C1=CC=CC=C1)OC1=C(C=CC=C1)CCCCC1=CC(=CC=C1)Cl (1-(2-benzyloxyphenyl)-4-(3-chlorophenyl)butane), solution, B(Br)(Br)Br (boron tribromide). Solvent: C(Cl)Cl (methylene chloride), C(Cl)Cl (methylene chloride). The product is ClC=1C=C(C=CC1)CCCCC1=C(C=CC=C1)O (2-[4-(3-Chlorophenyl)butyl]phenol). Isolated yield 80.6%. As a reaction SMILES: C([O:8][C:9]1[CH:14]=[CH:13][CH:12]=[CH:11][C:10]=1[CH2:15][CH2:16][CH2:17][CH2:18][C:19]1[CH:24]=[CH:23][CH:22]=[C:21]([Cl:25])[CH:20]=1)C1C=CC=CC=1.B(Br)(Br)Br>C(Cl)Cl>[Cl:25][C:21]1[CH:20]=[C:19]([CH2:18][CH2:17][CH2:16][CH2:15][C:10]2[CH:11]=[CH:12][CH:13]=[CH:14][C:9]=2[OH:8])[CH:24]=[CH:23][CH:22]=1. Procedure details: Following a procedure similar to that described in the final part of Preparation 15, a solution of 3.04 g of this 1-(2-benzyloxyphenyl)-4-(3-chlorophenyl)butane in 18 ml of methylene chloride was treated with 8.67 ml of a 1M solution of boron tribromide in methylene chloride to eliminate the benzyl group. The resulting crude product was purified by column chromatography through silica gel, using a 4:1 by volume mixture of hexane and ethyl acetate as the eluent, to give 1.82 g (yield 80%) of the ... The reactants are [Li]CCCC, C1CCOC1, Cn1cccc1S(=O)(=O)NC(C)(C)C, CCOC(C)=O, COC(=O)Cl. Reaction SMILES: [CH2:15]([Li:16])[CH2:17][CH2:18][CH3:19].[CH2:25]1[O:26][CH2:27][CH2:28][CH2:29]1.[CH3:1][C:2]([CH3:3])([CH3:4])[NH:5][S:6](=[O:7])(=[O:8])[c:9]1[n:10]([CH3:14])[cH:11][cH:12][cH:13]1.[CH3:30][CH2:31][O:32][C:33](=[O:34])[CH3:35].[Cl:20][C:21](=[O:22])[O:23][CH3:24]>>[CH3:1][C:2]([CH3:3])([CH3:4])[NH:5][S:6](=[O:7])(=[O:8])[c:9]1[n:10]([CH3:14])[cH:11][cH:12][c:13]1[C:21](=[O:22])[O:23][CH3:24]. The product is COC(=O)c1ccn(C)c1S(=O)(=O)NC(C)(C)C. Reactants: C(C#C)(=O)OC (methyl propiolate), C(C#C)(=O)OC (methyl propiolate), [Li]N([Si](C)(C)C)[Si](C)(C)C.C1CCOC1 (LiN(TMS)2 THF), C1CCOC1 (THF), C1CCOC1 (THF), compound 9k, C1CCOC1 (THF), [Cl-].[NH4+] (ammonium chloride). Reaction conditions: time 1 hour. The product is crude product, C1(CCCCC1)C(C#CC(=O)OC)O (Methyl 4-Cyclohexyl-4-hydroxy-2-butynoate). As a reaction SMILES: [C:1]([O:5][CH3:6])(=[O:4])[C:2]#[CH:3].[Li]N([Si](C)(C)C)[Si](C)(C)C.[CH2:17]1[CH2:21][O:20][CH2:19][CH2:18]1.[Cl-].[NH4+].[CH2:24]1[CH2:28]OC[CH2:25]1>>[CH:17]1([CH:21]([OH:20])[C:3]#[C:2][C:1]([O:5][CH3:6])=[O:4])[CH2:18][CH2:19][CH2:28][CH2:24][CH2:25]1 |f:1.2,3.4|. Procedure details: Under nitrogen flow, a solution of methyl propiolate (compound 6) (1.68 g; 20.0 mmoles) in 4 ml of dry THF was added dropwise to a solution of 20.0 ml (20.0 mmoles) of 1M LiN(TMS)2 -THF in 40 ml of dry THF at -78° C. After completion of the addition, the reaction solution was stirred for 1 hour, and a solution of 2.24 g (20.0 mmoles) of cyclohexanecarboxyaldehyde (compound 9k) in 5 ml of dry THF was added dropwise thereto. The mixture was stirred for additional 1 hour, a saturated aqueous ammoni...